This data is from the Open Reaction Database (ORD), a public repository of structured organic reaction records. The task is: describe an organic reaction: reactants, conditions, products, and yield Starting materials: C(C)(C)(C)C1=NN(C(=C1)NC(=O)N[C@H]1CC[C@H](C2=CC=CC=C12)OC=1C=CC=2N(C1)C(=NN2)N2[C@H](CCCC2)C)C=2C=C(C=CC2)CCOS(=O)(=O)C (Methanesulfonic acid 2-{3-[3-tert-butyl-5-(3-{(1S,4R)-4-[3-((S)-2-methyl-piperidin-1-yl)-[1,2,4]triazolo[4,3-a]pyridin-6-yloxy]-1,2,3,4-tetrahydro-naphthalen-1-yl}-ureido)-pyrazol-1-yl]-phenyl}-ethyl ester), CN1CCNCCC1 (N-methylhomopiperazine), C1CCOC1 (THF). Product: C(=O)O.C(C)(C)(C)C=1C=C(N(N1)C1=CC(=CC=C1)CCN1CCN(CCC1)C)NC(=O)N[C@H]1CC[C@H](C2=CC=CC=C12)OC=1C=CC=2N(C1)C(=NN2)N2[C@H](CCCC2)C (1-(5-tert-Butyl-2-{3-[2-(4-methyl-[1,4]diazepan-1-yl)-ethyl]-phenyl}-2H-pyrazol-3-yl)-3-{(1S,4R)-4-[3-((S)-2-methyl-piperidin-1-yl)-[1,2,4]triazolo[4,3-a]pyridin-6-yloxy]-1,2,3,4-tetrahydro-naphthalen-1-yl}-urea formate salt). RXN SMILES: [C:1]([C:5]1[CH:9]=[C:8]([NH:10][C:11]([NH:13][C@@H:14]2[C:23]3[C:18](=[CH:19][CH:20]=[CH:21][CH:22]=3)[C@H:17]([O:24][C:25]3[CH:26]=[CH:27][C:28]4[N:29]([C:31]([N:34]5[CH2:39][CH2:38][CH2:37][CH2:36][C@@H:35]5[CH3:40])=[N:32][N:33]=4)[CH:30]=3)[CH2:16][CH2:15]2)=[O:12])[N:7]([C:41]2[CH:42]=[C:43]([CH2:47][CH2:48][O:49]S(C)(=O)=O)[CH:44]=[CH:45][CH:46]=2)[N:6]=1)([CH3:4])([CH3:3])[CH3:2].[CH3:54][N:55]1[CH2:61][CH2:60][CH2:59][NH:58][CH2:57][CH2:56]1.C1C[O:65]CC1>>[CH:48]([OH:49])=[O:65].[C:1]([C:5]1[CH:9]=[C:8]([NH:10][C:11]([NH:13][C@@H:14]2[C:23]3[C:18](=[CH:19][CH:20]=[CH:21][CH:22]=3)[C@H:17]([O:24][C:25]3[CH:26]=[CH:27][C:28]4[N:29]([C:31]([N:34]5[CH2:39][CH2:38][CH2:37][CH2:36][C@@H:35]5[CH3:40])=[N:32][N:33]=4)[CH:30]=3)[CH2:16][CH2:15]2)=[O:12])[N:7]([C:41]2[CH:46]=[CH:45][CH:44]=[C:43]([CH2:47][CH2:48][N:58]3[CH2:59][CH2:60][CH2:61][N:55]([CH3:54])[CH2:56][CH2:57]3)[CH:42]=2)[N:6]=1)([CH3:3])([CH3:4])[CH3:2] |f:3.4|. Procedure: A solution of Intermediate 131d (44.5 mg, 0.06 mmol) and N-methylhomopiperazine (34.3 mg, 0.300 mmol) in THF (1 mL) was stirred at 60° C. for 20 h in a sealed tube. The mixture was concentrated in vacuo and the residue purified by MDAP (Method 7) to give an off-white solid (22 mg). Prep HPLC (Gemini C18, 20-60% MeCN in water, 0.1% HCO2H, 20 min) and concentration of the desired fractions removed the MeCN. The aqueous was washed with DCM (30 mL), then basified with aq. NaOH solution (1M, 0.5 mL) ...